From a dataset of the Open Reaction Database (ORD), a public repository of structured organic reaction records. describe an organic reaction: reactants, conditions, products, and yield Starting materials: CC=1C=C(C=CC1C1C2=C(NCCS1)N(N=C2C2=NC=CC=C2)C)O (3-methyl-4-[1-methyl-3-(2-pyridyl)-4,6,7,8-tetrahydropyrazolo[3,4-e][1,4]thiazepin-4-yl]phenol), C([O-])([O-])=O.[K+].[K+] (potassium carbonate), Cl.CC1=NC=CC=C1CCl (2-methyl-3-chloromethylpyridine hydrochloride). Solvent: C(C)#N (acetonitrile). Reaction conditions: temperature 60 celsius. Product: CN1N=C(C2=C1NCCSC2C2=C(C=C(C=C2)OCC=2C(=NC=CC2)C)C)C2=NC=CC=C2 (1-methyl-4-[2-methyl-4-[(2-methyl-3-pyridyl)methoxy]phenyl]-3-(2-pyridyl)-4,6,7,8-tetrahydropyrazolo[3,4-e][1,4]thiazepine). The yield is 55.0%. Reaction SMILES: [CH3:1][C:2]1[CH:3]=[C:4]([OH:25])[CH:5]=[CH:6][C:7]=1[CH:8]1[S:14][CH2:13][CH2:12][NH:11][C:10]2[N:15]([CH3:24])[N:16]=[C:17]([C:18]3[CH:23]=[CH:22][CH:21]=[CH:20][N:19]=3)[C:9]1=2.C(=O)([O-])[O-].[K+].[K+].Cl.[CH3:33][C:34]1[C:39]([CH2:40]Cl)=[CH:38][CH:37]=[CH:36][N:35]=1>C(#N)C>[CH3:24][N:15]1[C:10]2[NH:11][CH2:12][CH2:13][S:14][CH:8]([C:7]3[CH:6]=[CH:5][C:4]([O:25][CH2:40][C:39]4[C:34]([CH3:33])=[N:35][CH:36]=[CH:37][CH:38]=4)=[CH:3][C:2]=3[CH3:1])[C:9]=2[C:17]([C:18]2[CH:23]=[CH:22][CH:21]=[CH:20][N:19]=2)=[N:16]1 |f:1.2.3,4.5|. Procedure details: A mixture of 3-methyl-4-[1-methyl-3-(2-pyridyl)-4,6,7,8-tetrahydropyrazolo[3,4-e][1,4]thiazepin-4-yl]phenol (0.078 g, 0.22 mmol, see Ex. #D.42), potassium carbonate (0.061 g, 0.44 mmol), and 2-methyl-3-chloromethylpyridine hydrochloride (0.0356 g, 0.2 mmol, US2005/124586) in acetonitrile (10 mL) was heated at about 60° C., for about 90 h. After cooling to rt the mixture was concentrated in vacuo. The residue was treated with DCM (50 mL) and water (20 mL). The layers were separated and the organi...